This data is from the Open Reaction Database (ORD), a public repository of structured organic reaction records. The task is: describe an organic reaction: reactants, conditions, products, and yield The reactants are S(=O)(=O)(C1=CC=C(C)C=C1)Cl (Tosyl chloride), [Li+].CC(C)[N-]C(C)C (LDA), solution, BrC=1C=C(NC1)C=O (4-bromopyrrole-2-carboxaldehyde). The solvent is C(C)(=O)OCC (ethyl acetate), C1CCOC1 (THF), O1CCCC1 (tetrahydrofuran). Conditions: temperature 0 celsius, time 1 hour. The product is BrC=1C=C(NC1)C=O (4-Bromopyrrole-2-carboxaldehyde), S(=O)(=O)(C1=CC=C(C)C=C1)N1C(=CC(=C1)Br)C=O (N-tosyl-4-bromo-2-pyrrolecarboxaldehyde). Yield: 154.4%. Reaction SMILES: [Br:1][C:2]1[CH:3]=[C:4]([CH:7]=[O:8])[NH:5][CH:6]=1.[Li+].CC([N-]C(C)C)C.[S:17](Cl)([C:20]1[CH:26]=[CH:25][C:23]([CH3:24])=[CH:22][CH:21]=1)(=[O:19])=[O:18]>C1COCC1.C(OCC)(=O)C>[Br:1][C:2]1[CH:3]=[C:4]([CH:7]=[O:8])[NH:5][CH:6]=1.[S:17]([N:5]1[CH:6]=[C:2]([Br:1])[CH:3]=[C:4]1[CH:7]=[O:8])([C:20]1[CH:26]=[CH:25][C:23]([CH3:24])=[CH:22][CH:21]=1)(=[O:19])=[O:18] |f:1.2|. Procedure details: 4-Bromopyrrole-2-carboxaldehyde was prepared by the method of Sonnet, P. E., J. Org. Chem. (1971), Vol. 36, p. 1005. A solution of 4-bromopyrrole-2-carboxaldehyde (2.61 g) and tetrahydrofuran (100 mL) was cooled to 0° C. LDA (7.5 mL of a 2 N solution in THF) was added dropwise and the mixture was stirred at 0° C. for 1 hour. Tosyl chloride (2.88 g) was then added. The resulting reaction mixture was allowed to warm to ambient temperature overnight. The reaction mixture was diluted with ethyl acet... Reactants: O=C([O-])[O-], CC#N, O=C(CCl)Nc1ccc(Oc2ccc3c(c2)CCC(c2ccccc2)O3)nc1, [K+], [K+], O, OC1CCNCC1. The product is O=C(CN1CCC(O)CC1)Nc1ccc(Oc2ccc3c(c2)CCC(c2ccccc2)O3)nc1, Cl. As a reaction SMILES: [C:29](=[O:30])([O-:31])[O-:32].[CH3:43][C:44]#[N:45].[Cl:1][CH2:2][C:3](=[O:4])[NH:5][c:6]1[cH:7][n:8][c:9]([O:12][c:13]2[cH:14][c:15]3[c:20]([cH:21][cH:22]2)[O:19][CH:18]([c:23]2[cH:24][cH:25][cH:26][cH:27][cH:28]2)[CH2:17][CH2:16]3)[cH:10][cH:11]1.[K+:33].[K+:34].[OH2:42].[OH:35][CH:36]1[CH2:37][CH2:38][NH:39][CH2:40][CH2:41]1>>[CH2:2]([C:3](=[O:4])[NH:5][c:6]1[cH:7][n:8][c:9]([O:12][c:13]2[cH:14][c:15]3[c:20]([cH:21][cH:22]2)[O:19][CH:18]([c:23]2[cH:24][cH:25][cH:26][cH:27][cH:28]2)[CH2:17][CH2:16]3)[cH:10][cH:11]1)[N:39]1[CH2:38][CH2:37][CH:36]([OH:35])[CH2:41][CH2:40]1.[ClH:1]. Reactants: C(=O)(C(F)(F)F)O (TFA), OCCC1=CC=C(C=C1)OC(N(C1=CC=CC=C1)C)=O (methyl-phenyl-carbamic acid 4-(2-hydroxy-ethyl)-phenyl ester), SC=1N(C=CN1)C (2-mercapto-1-methylimidazole). Yields the product CN1C(=NC=C1)SCCC1=CC=C(C=C1)OC(N(C1=CC=CC=C1)C)=O (Methyl-phenyl-carbamic acid 4-[2-(1-methyl-1H-imidazol-2-ylsulfanyl)-ethyl]-phenyl ester). The yield is 37.0%. RXN SMILES: C(O)(C(F)(F)F)=O.O[CH2:9][CH2:10][C:11]1[CH:16]=[CH:15][C:14]([O:17][C:18](=[O:27])[N:19]([CH3:26])[C:20]2[CH:25]=[CH:24][CH:23]=[CH:22][CH:21]=2)=[CH:13][CH:12]=1.[SH:28][C:29]1[N:30]([CH3:34])[CH:31]=[CH:32][N:33]=1>>[CH3:34][N:30]1[CH:31]=[CH:32][N:33]=[C:29]1[S:28][CH2:9][CH2:10][C:11]1[CH:16]=[CH:15][C:14]([O:17][C:18](=[O:27])[N:19]([CH3:26])[C:20]2[CH:25]=[CH:24][CH:23]=[CH:22][CH:21]=2)=[CH:13][CH:12]=1. Reported procedure: The title compound was prepared as its TFA salt in 37% yield as an oil using methyl-phenyl-carbamic acid 4-(2-hydroxy-ethyl)-phenyl ester and 2-mercapto-1-methylimidazole. NMR (400 MHz; CDCl3): δ 3.01 (t, 2H), 3.40 (br s, 3H), 3.47 (s, 1H), 3.64 (t, 2H), 6.92 (br d, 2H), 6.98 (s, 1H), 7.08 (d, 2H), 7.26-7.43 (m, 6H); HPLC-MS: m/z=368.2 (M+1); Rt=2.30 min. Reactants: C(C)OC(=O)C=1C(C=2C=C3C(=NC2N(C1)C)C(=C(C(=C3)F)F)F)=O (3-ethoxycarbonyl-7,8,9-trifluoro-1-methyl-4-oxo-1,4-dihydrobenzo[b][1,8]naphthyridine), C1(=CC=CC=C1)C1NCCNC1 ((RS)-2-phenylpiperazine), O (water), ice. Reaction SMILES: [CH2:1]([O:3][C:4]([C:6]1[C:7](=[O:24])[C:8]2[CH:9]=[C:10]3[CH:20]=[C:19]([F:21])[C:18](F)=[C:17]([F:23])[C:11]3=[N:12][C:13]=2[N:14]([CH3:16])[CH:15]=1)=[O:5])[CH3:2].[C:25]1([CH:31]2[CH2:36][NH:35][CH2:34][CH2:33][NH:32]2)[CH:30]=[CH:29][CH:28]=[CH:27][CH:26]=1.O>CS(C)=O>[CH2:1]([O:3][C:4]([C:6]1[C:7](=[O:24])[C:8]2[CH:9]=[C:10]3[CH:20]=[C:19]([F:21])[C:18]([N:35]4[CH2:34][CH2:33][NH:32][CH:31]([C:25]5[CH:30]=[CH:29][CH:28]=[CH:27][CH:26]=5)[CH2:36]4)=[C:17]([F:23])[C:11]3=[N:12][C:13]=2[N:14]([CH3:16])[CH:15]=1)=[O:5])[CH3:2]. Reported procedure: A suspension of 3-ethoxycarbonyl-7,8,9-trifluoro-1-methyl-4-oxo-1,4-dihydrobenzo[b][1,8]naphthyridine (1.8 g) and (RS)-2-phenylpiperazine (3.2 g) in dimethyl sulphoxide (30 cc) is heated to a temperature in the region of 100° C. with stirring for 1 hour and a half. The solution obtained, at approximately 100° C., is poured with stirring into a mixture of water (150 cc) and ice (50 g). The suspension obtained is extracted at approximately 20° C. with trichloromethane (3×40 cc). The combined organ... The product is C(C)OC(=O)C=1C(C=2C=C3C(=NC2N(C1)C)C(=C(C(=C3)F)N3CC(NCC3)C3=CC=CC=C3)F)=O ((RS)-3-Ethoxycarbonyl-7,9-difluoro-1-methyl-4-oxo-8-(3-phenyl-1-piperazinyl)-1,4-dihydrobenzo[b][1,8]naphthyridine). Solvent: CS(=O)C (dimethyl sulphoxide). Run at temperature 100 celsius, time 1 hour. Isolated yield 78.1%. The reactants are BrC1=CC=C(C(=O)Cl)C=C1 (4-bromobenzoyl chloride), C(C1=CC=CC=C1)N1C(=NC2=C(C1=O)C(=C(S2)Br)Br)C(CC)NCCN(C)C (3-benzyl-5,6-dibromo-2-(1-{[2-(dimethylamino)ethyl]amino}propyl)thieno[2,3-d]pyrimidin-4(3H)-one), C(C)(C)N(C(C)C)CC (N,N-diisopropylethylamine). Run in ClCCl (dichloromethane), ClCCl (dichloromethane). Reaction conditions: time 1 hour. Yields the product C(C1=CC=CC=C1)N1C(=NC2=C(C1=O)C(=C(S2)Br)Br)C(CC)N(C(C2=CC=C(C=C2)Br)=O)CCN(C)C (N-[1-(3-benzyl-5,6-dibromo-4-oxo-3,4-dihydrothieno[2,3-d]pyrimidin-2-yl)propyl]-4-bromo-N-[2-(dimethylamino)ethyl]benzamide). Reaction SMILES: [Br:1][C:2]1[CH:10]=[CH:9][C:5]([C:6](Cl)=[O:7])=[CH:4][CH:3]=1.[CH2:11]([N:18]1[C:23](=[O:24])[C:22]2[C:25]([Br:29])=[C:26]([Br:28])[S:27][C:21]=2[N:20]=[C:19]1[CH:30]([NH:33][CH2:34][CH2:35][N:36]([CH3:38])[CH3:37])[CH2:31][CH3:32])[C:12]1[CH:17]=[CH:16][CH:15]=[CH:14][CH:13]=1.C(N(CC)C(C)C)(C)C>ClCCl>[CH2:11]([N:18]1[C:23](=[O:24])[C:22]2[C:25]([Br:29])=[C:26]([Br:28])[S:27][C:21]=2[N:20]=[C:19]1[CH:30]([N:33]([CH2:34][CH2:35][N:36]([CH3:38])[CH3:37])[C:6](=[O:7])[C:5]1[CH:9]=[CH:10][C:2]([Br:1])=[CH:3][CH:4]=1)[CH2:31][CH3:32])[C:12]1[CH:13]=[CH:14][CH:15]=[CH:16][CH:17]=1. Procedure details: A solution of 4-bromobenzoyl chloride (19 mg, 0.085 mmol, 1 equiv) in dichloromethane (1 mL) was added to a solution of 3-benzyl-5,6-dibromo-2-(1-{[2-(dimethylamino)ethyl]amino}propyl)thieno[2,3-d]pyrimidin-4(3H)-one (2-7, 45 mg, 0.085 mmol, 1 equiv) and N,N-diisopropylethylamine (11 mg, 0.085 mmol, 1 equiv) in dichloromethane (5 mL), and the resulting reaction mixture was stirred under ambient conditions for 1 h. The reaction mixture was washed with saturated aqueous NaHCO3 solution, then brine... Starting materials: Nc1ncc(Br)nc1Br, CC(C)(C)OC(=O)NC(C)(C)C(=O)O, O=C(n1ccnc1)n1ccnc1, CN(C)C=O, CCN(C(C)C)C(C)C, ClCCl. Yields the product CC(C)(C)OC(=O)NC(C)(C)C(=O)Nc1ncc(Br)nc1Br. Reaction SMILES: [Br:36][c:37]1[c:38]([NH2:44])[n:39][cH:40][c:41]([Br:43])[n:42]1.[C:13]([CH3:14])([CH3:15])([CH3:16])[O:17][C:18](=[O:19])[NH:20][C:21]([C:22](=[O:23])[OH:24])([CH3:25])[CH3:26].[C:1]([n:2]1[cH:3][cH:4][n:5][cH:6]1)([n:7]1[cH:8][cH:9][n:10][cH:11]1)=[O:12].[CH3:45][N:46]([CH3:47])[CH:48]=[O:49].[CH:27]([N:28]([CH2:29][CH3:30])[CH:31]([CH3:32])[CH3:33])([CH3:34])[CH3:35].[Cl:50][CH2:51][Cl:52]>>[C:13]([CH3:14])([CH3:15])([CH3:16])[O:17][C:18](=[O:19])[NH:20][C:21]([C:22](=[O:24])[NH:44][c:38]1[c:37]([Br:36])[n:42][c:41]([Br:43])[cH:40][n:39]1)([CH3:25])[CH3:26]. Starting materials: [BH3-]C#N, COc1ccc(CN2Cc3c(-c4ccc(C=O)cc4)nc4cccc(n34)C2=O)c(OC)c1, [Na+]. Yields the product CNCc1ccc(-c2nc3cccc4n3c2CN(Cc2ccc(OC)cc2OC)C4=O)cc1. As a reaction SMILES: [C:33](#[N:34])[BH3-:35].[CH3:1][O:2][c:3]1[c:4]([CH2:5][N:6]2[CH2:7][c:8]3[c:9](-[c:19]4[cH:20][cH:21][c:22]([CH:23]=[O:24])[cH:25][cH:26]4)[n:10][c:11]4[cH:12][cH:13][cH:14][c:15]([n:18]34)[C:16]2=[O:17])[cH:27][cH:28][c:29]([O:31][CH3:32])[cH:30]1.[Na+:36]>>[CH3:1][O:2][c:3]1[c:4]([CH2:5][N:6]2[CH2:7][c:8]3[c:9](-[c:19]4[cH:20][cH:21][c:22]([CH2:23][NH:34][CH3:33])[cH:25][cH:26]4)[n:10][c:11]4[cH:12][cH:13][cH:14][c:15]([n:18]34)[C:16]2=[O:17])[cH:27][cH:28][c:29]([O:31][CH3:32])[cH:30]1. Starting materials: COC(=O)C(C(=O)OC)c1cc(Cl)cc(OCc2ccccc2)c1, CS(C)=O, [Cl-], [Li+], O, O. The product is COC(=O)Cc1cc(Cl)cc(OCc2ccccc2)c1. RXN SMILES: [CH3:1][O:2][C:3]([CH:4]([C:5]([O:6][CH3:7])=[O:8])[c:9]1[cH:10][c:11]([O:16][CH2:17][c:18]2[cH:19][cH:20][cH:21][cH:22][cH:23]2)[cH:12][c:13]([Cl:15])[cH:14]1)=[O:24].[CH3:28][S:29]([CH3:30])=[O:31].[Cl-:26].[Li+:25].[OH2:27].[OH2:32]>>[CH3:1][O:2][C:3]([CH2:4][c:9]1[cH:10][c:11]([O:16][CH2:17][c:18]2[cH:19][cH:20][cH:21][cH:22][cH:23]2)[cH:12][c:13]([Cl:15])[cH:14]1)=[O:24]. Starting materials: ClCCl, CS(=O)c1nn2c(I)cnc2s1, NCc1ccccc1. The product is Ic1cnc2sc(NCc3ccccc3)nn12. As a reaction SMILES: [Cl:21][CH2:22][Cl:23].[I:1][c:2]1[cH:3][n:4][c:5]2[s:6][c:7]([S:10]([CH3:11])=[O:12])[n:8][n:9]12.[NH2:13][CH2:14][c:15]1[cH:16][cH:17][cH:18][cH:19][cH:20]1>>[I:1][c:2]1[cH:3][n:4][c:5]2[s:6][c:7]([NH:13][CH2:14][c:15]3[cH:16][cH:17][cH:18][cH:19][cH:20]3)[n:8][n:9]12. The reactants are CNC(OC1=CC(=C(C=C1)N)C)=O (3-methyl-4-aminophenyl N-methylcarbamate), C(C)OCC(=O)Cl (ethoxyacetyl chloride). Yields the product CNC(OC1=CC(=C(C=C1)NC(COCC)=O)C)=O (3-methyl-4-(ethoxyacetamido)phenyl N-methylcarbamate). Reaction SMILES: [CH3:1][NH:2][C:3](=[O:13])[O:4][C:5]1[CH:10]=[CH:9][C:8]([NH2:11])=[C:7]([CH3:12])[CH:6]=1.[CH2:14]([O:16][CH2:17][C:18](Cl)=[O:19])[CH3:15]>>[CH3:1][NH:2][C:3](=[O:13])[O:4][C:5]1[CH:10]=[CH:9][C:8]([NH:11][C:18](=[O:19])[CH2:17][O:16][CH2:14][CH3:15])=[C:7]([CH3:12])[CH:6]=1. Procedure: According to the procedure of Example 5, 3-methyl-4-aminophenyl N-methylcarbamate was reacted with ethoxyacetyl chloride to yield the desired product m.p. 118°-21° C.